Dataset: the Open Reaction Database (ORD), a public repository of structured organic reaction records. Task: describe an organic reaction: reactants, conditions, products, and yield Starting materials: CCN1CCNCC1, [CH3], CC1CC(=O)c2c(Cl)c(Cl)cc3c(=O)c(C(=O)O)cn1c23. As a reaction SMILES: [CH2:22]([CH3:23])[N:24]1[CH2:25][CH2:26][NH:27][CH2:28][CH2:29]1.[CH3:30].[Cl:1][c:2]1[c:3]([Cl:21])[cH:4][c:5]2[c:6](=[O:20])[c:7]([C:17](=[O:18])[OH:19])[cH:8][n:9]3[c:14]2[c:13]1[C:12](=[O:15])[CH2:11][CH:10]3[CH3:16]>>[c:2]1([N:27]2[CH2:26][CH2:25][N:24]([CH2:22][CH3:23])[CH2:29][CH2:28]2)[c:3]([Cl:21])[cH:4][c:5]2[c:6](=[O:20])[c:7]([C:17](=[O:18])[OH:19])[cH:8][n:9]3[c:14]2[c:13]1[C:12](=[O:15])[CH2:11][CH:10]3[CH3:16]. Product: CCN1CCN(c2c(Cl)cc3c(=O)c(C(=O)O)cn4c3c2C(=O)CC4C)CC1. Starting materials: CC(C#C/C=C/CN(C)CC1=CC(=CC=C1)OCC1=CC(=CC=C1)C=O)(C)C ((E)-N-(6,6-dimethyl-2-hepten-4-ynyl)-N-methyl-3-(3-formylbenzyloxy)benzylamine), [BH4-].[Na+] (sodium borohydride). Run in C(C)O (ethanol). Reaction conditions: time 30 minute. Yields the product CC(C#C/C=C/CN(C)CC1=CC(=CC=C1)OCC1=CC(=CC=C1)CO)(C)C ((E)-N-(6,6-dimethyl-2-hepten-4-ynyl)-N-methyl-3-(3-hydroxymethylbenzyloxy)benzylamine). Isolated yield 46.8%. RXN SMILES: [CH3:1][C:2]([CH3:28])([CH3:27])[C:3]#[C:4]/[CH:5]=[CH:6]/[CH2:7][N:8]([CH2:10][C:11]1[CH:16]=[CH:15][CH:14]=[C:13]([O:17][CH2:18][C:19]2[CH:24]=[CH:23][CH:22]=[C:21]([CH:25]=[O:26])[CH:20]=2)[CH:12]=1)[CH3:9].[BH4-].[Na+]>C(O)C>[CH3:1][C:2]([CH3:28])([CH3:27])[C:3]#[C:4]/[CH:5]=[CH:6]/[CH2:7][N:8]([CH2:10][C:11]1[CH:16]=[CH:15][CH:14]=[C:13]([O:17][CH2:18][C:19]2[CH:24]=[CH:23][CH:22]=[C:21]([CH2:25][OH:26])[CH:20]=2)[CH:12]=1)[CH3:9] |f:1.2|. Procedure: 85 mg of the (E)-N-(6,6-dimethyl-2-hepten-4-ynyl)-N-methyl-3-(3-formylbenzyloxy)benzylamine obtained as above was dissolved in 2 ml of ethanol, and under ice cooling, 8.6 mg of sodium borohydride was added with stirring for 30 minutes. The solvent was evaporated under reduced pressure. The residue was dissolved in a mixture of ethyl acetate and water. The organic layer was separated, and dried over anhydrous magnesium sulfate. The desiccant was removed by filtration, and the solvent was evaporat...